From a dataset of the Open Reaction Database (ORD), a public repository of structured organic reaction records. describe an organic reaction: reactants, conditions, products, and yield Run in O1CCCC1 (tetrahydrofuran). Reactants: [Mg] (magnesium), CI (methyl iodide), COC(C)(C)C (tert-butyl methyl ether), C(C1=CC=CC=C1)OC1=CC=C(C(=O)OC)C=C1 (methyl 4-benzyloxybenzoate), [Cl-].[NH4+] (ammonium chloride), ice, COC(C)(C)C (tert-butyl methyl ether). Procedure: Under argon 6.63 g of magnesium (273 mmol) was suspended in 15 mL of tert-butyl methyl ether. A solution of 38.68 g of methyl iodide (273 mmol) in 145 mL of tert-butyl methyl ether was added during 45 min under stirring while maintaining the temperature at 40° C. Then stirring was continued at 40° C. for 1.5 h and then the mixture was cooled to room temperature. A solution of 30.0 g of methyl 4-benzyloxybenzoate (124 mmol) in 120 mL of tetrahydrofuran was then added during 1 h. The temperature w... Reaction SMILES: [Mg].CI.[CH2:4]([O:11][C:12]1[CH:21]=[CH:20]C(C(OC)=O)=[CH:14][CH:13]=1)[C:5]1[CH:10]=[CH:9][CH:8]=[CH:7][CH:6]=1.[Cl-].[NH4+].C[O:25][C:26]([CH3:29])([CH3:28])[CH3:27]>O1CCCC1>[CH2:4]([O:11][C:12]1[CH:21]=[CH:20][C:27]([C:26]([OH:25])([CH3:29])[CH3:28])=[CH:14][CH:13]=1)[C:5]1[CH:10]=[CH:9][CH:8]=[CH:7][CH:6]=1 |f:3.4|. The product is C(C1=CC=CC=C1)OC1=CC=C(C=C1)C(C)(C)O (2-(4-benzyloxy-phenyl)-propan-2-ol). Reaction conditions: temperature 40 celsius, time 1.5 hour. The reactants are ClC=1C=CN2C(C(=CC(=C2C1C)C1CC1)C(=O)OC)=O (methyl 8-chloro-1-cyclopropyl-9-methyl-4-oxo-4H-quinolizine-3-carboxylate), N1=CC(=CC=C1)B(O)O (pyridin-3-yl-boronic acid). Product: N1=CC(=CC=C1)C=1C=CN2C(C(=CC(=C2C1C)C1CC1)C(=O)OC)=O (methyl 8-(pyridin-3-yl)-1-cyclopropyl-9-methyl-4-oxo-4H-quinolizine-3-carboxylate). The yield is 88.0%. Reaction SMILES: Cl[C:2]1[CH:3]=[CH:4][N:5]2[C:10]([C:11]=1[CH3:12])=[C:9]([CH:13]1[CH2:15][CH2:14]1)[CH:8]=[C:7]([C:16]([O:18][CH3:19])=[O:17])[C:6]2=[O:20].[N:21]1[CH:26]=[CH:25][CH:24]=[C:23](B(O)O)[CH:22]=1>>[N:21]1[CH:26]=[CH:25][CH:24]=[C:23]([C:2]2[CH:3]=[CH:4][N:5]3[C:10]([C:11]=2[CH3:12])=[C:9]([CH:13]2[CH2:15][CH2:14]2)[CH:8]=[C:7]([C:16]([O:18][CH3:19])=[O:17])[C:6]3=[O:20])[CH:22]=1. Procedure details: Methyl 8-(pyridin-3-yl)-1-cyclopropyl-9-methyl-4-oxo-4H-quinolizine-3-carboxylate was prepared according to General Procedure A from methyl 8-chloro-1-cyclopropyl-9-methyl-4-oxo-4H-quinolizine-3-carboxylate (100 mg, 0.34 mmol) and pyridin-3-yl-boronic acid (63 mg, 0.51 mmol). Purification by flash silica column chromatography (DCM:MeOH) (1:0 to 94:6) afforded the title compound as a yellow solid (100 mg, 87%). ESI-MS m/z: 335 (M+H)+. Reactants: BrC=1C=C(N(C1)C)C(=O)N (4-bromo-1-methyl-1H-pyrrole-2-carboxylic acid amide), [O-]P(=O)([O-])[O-].[K+].[K+].[K+] (potassium phosphate tribasic), C(C)(=O)OCC1=C(C=CC=C1B1OC(C(O1)(C)C)(C)C)N1C(C2=CC=C(C=C2CN1C)C(C)(C)C)=O (2-(6-tert-butyl-3-methyl-1-oxo-3,4-dihydrophthalazin-2(1H)-yl)-6-(4,4,5,5-tetramethyl-1,3,2-dioxaborolan-2-yl)benzyl acetate), CC(C)C1=CC(=C(C(=C1)C(C)C)C2=C(C=CC=C2)P(C3CCCCC3)C4CCCCC4)C(C)C (X-phos). The solvent is O (water), O1CCOCC1 (1,4-dioxane). Reaction conditions: temperature 125 celsius. Product: C(C)(=O)OCC1=C(C=CC=C1C1=CN(C(=C1)C(N)=O)C)N1C(C2=CC=C(C=C2CN1C)C(C)(C)C)=O (2-(6-tert-butyl-3-methyl-1-oxo-3,4-dihydrophthalazin-2(1H)-yl)-6-(5-carbamoyl-1-methyl-1H-pyrrol-3-yl)benzyl acetate). Isolated yield 15.6%. As a reaction SMILES: Br[C:2]1[CH:3]=[C:4]([C:8]([NH2:10])=[O:9])[N:5]([CH3:7])[CH:6]=1.[C:11]([O:14][CH2:15][C:16]1[C:21](B2OC(C)(C)C(C)(C)O2)=[CH:20][CH:19]=[CH:18][C:17]=1[N:31]1[N:40]([CH3:41])[CH2:39][C:38]2[C:33](=[CH:34][CH:35]=[C:36]([C:42]([CH3:45])([CH3:44])[CH3:43])[CH:37]=2)[C:32]1=[O:46])(=[O:13])[CH3:12].CC(C1C=C(C(C)C)C(C2C=CC=CC=2P(C2CCCCC2)C2CCCCC2)=C(C(C)C)C=1)C.[O-]P([O-])([O-])=O.[K+].[K+].[K+]>O.O1CCOCC1>[C:11]([O:14][CH2:15][C:16]1[C:21]([C:2]2[CH:3]=[C:4]([C:8](=[O:9])[NH2:10])[N:5]([CH3:7])[CH:6]=2)=[CH:20][CH:19]=[CH:18][C:17]=1[N:31]1[N:40]([CH3:41])[CH2:39][C:38]2[C:33](=[CH:34][CH:35]=[C:36]([C:42]([CH3:45])([CH3:44])[CH3:43])[CH:37]=2)[C:32]1=[O:46])(=[O:13])[CH3:12] |f:3.4.5.6|. Procedure: In a 10 ml microwave vial, 4-bromo-1-methyl-1H-pyrrole-2-carboxamide (82.5 mg, 406 μmol, Eq: 1.00), [prepared in Example 12, Step 1], 2-(6-tert-butyl-3-methyl-1-oxo-3,4-dihydrophthalazin-2(1H)-yl)-6-(4,4,5,5-tetramethyl-1,3,2-dioxaborolan-2-yl)benzyl acetate (200 mg, 406 μmol, Eq: 1.00), X-phos (19.4 mg, 40.6 μmol, Eq: 0.10), and potassium phosphate tribasic (259 mg, 1.22 mmol, Eq: 3.00) were combined with 1,4-dioxane (5 ml) and water (0.5 ml) to give a dark brown suspension. The reaction mixtur... Reactants: O=C1CCC(=O)N1Br, CN(C)C=O, O, c1cc2cccc3c4cccc5cccc(c(c1)c23)c54. As a reaction SMILES: [O:21]=[C:22]1[N:23]([Br:28])[C:24](=[O:25])[CH2:26][CH2:27]1.[O:30]=[CH:31][N:32]([CH3:33])[CH3:34].[OH2:29].[cH:1]1[cH:2][c:3]2[cH:4][cH:5][cH:6][c:7]3[c:8]4[cH:9][cH:10][cH:11][c:12]5[cH:13][cH:14][cH:15][c:16]([c:17]([cH:18]1)[c:19]23)[c:20]45>>[cH:1]1[cH:2][c:3]2[cH:4][cH:5][cH:6][c:7]3[c:8]4[cH:9][cH:10][c:11]([Br:28])[c:12]5[cH:13][cH:14][cH:15][c:16]([c:17]([cH:18]1)[c:19]23)[c:20]45. Yields the product Brc1ccc2c3cccc4cccc(c5cccc1c52)c43. The reactants are COC(=O)C(CN)NC(=O)c1ccc(-c2ccc(C(F)(F)F)cc2)cc1, CCN(C(C)C)C(C)C, ClCCl, Cl, O=S(=O)(Cl)c1ccc(-c2ccccc2)cc1. Product: COC(=O)C(CNS(=O)(=O)c1ccc(-c2ccccc2)cc1)NC(=O)c1ccc(-c2ccc(C(F)(F)F)cc2)cc1. As a reaction SMILES: [CH3:2][O:3][C:4]([CH:5]([CH2:6][NH2:7])[NH:8][C:9](=[O:10])[c:11]1[cH:12][cH:13][c:14](-[c:17]2[cH:18][cH:19][c:20]([C:23]([F:24])([F:25])[F:26])[cH:21][cH:22]2)[cH:15][cH:16]1)=[O:27].[CH:28]([N:29]([CH:30]([CH3:31])[CH3:32])[CH2:33][CH3:34])([CH3:35])[CH3:36].[Cl:53][CH2:54][Cl:55].[ClH:1].[c:37]1(-[c:47]2[cH:48][cH:49][cH:50][cH:51][cH:52]2)[cH:38][cH:39][c:40]([S:43](=[O:44])(=[O:45])[Cl:46])[cH:41][cH:42]1>>[CH3:2][O:3][C:4]([CH:5]([CH2:6][NH:7][S:43]([c:40]1[cH:39][cH:38][c:37](-[c:47]2[cH:48][cH:49][cH:50][cH:51][cH:52]2)[cH:42][cH:41]1)(=[O:44])=[O:45])[NH:8][C:9](=[O:10])[c:11]1[cH:12][cH:13][c:14](-[c:17]2[cH:18][cH:19][c:20]([C:23]([F:24])([F:25])[F:26])[cH:21][cH:22]2)[cH:15][cH:16]1)=[O:27]. Starting materials: FC=1C(=C2N=C(C(=NC2=CC1)C)NC1(CC1)C)C1=CC(=C(N1)C)C(=O)OCC (ethyl 5-(6-fluoro-2-methyl-3-((1-methyl-cyclopropyl)amino)quinoxalin-5-yl)-2-methyl-1H-pyrrole-3-carboxylate), LiOH monohydrate, Cl (HCl). Solvent: O (water), O1CCOCC1 (dioxane), O1CCOCC1 (1,4-dioxane). Run at temperature 80 celsius. The product is FC=1C(=C2N=C(C(=NC2=CC1)C)NC1(CC1)C)C1=CC(=C(N1)C)C(=O)O (5-(6-fluoro-2-methyl-3-((1-methyl-cyclopropyl)amino)quinoxalin-5-yl)-2-methyl-1H-pyrrole-3-carboxylic acid). Yield: 15.2%. RXN SMILES: [F:1][C:2]1[C:3]([C:18]2[NH:22][C:21]([CH3:23])=[C:20]([C:24]([O:26]CC)=[O:25])[CH:19]=2)=[C:4]2[C:9](=[CH:10][CH:11]=1)[N:8]=[C:7]([CH3:12])[C:6]([NH:13][C:14]1([CH3:17])[CH2:16][CH2:15]1)=[N:5]2.Cl>O.O1CCOCC1>[F:1][C:2]1[C:3]([C:18]2[NH:22][C:21]([CH3:23])=[C:20]([C:24]([OH:26])=[O:25])[CH:19]=2)=[C:4]2[C:9](=[CH:10][CH:11]=1)[N:8]=[C:7]([CH3:12])[C:6]([NH:13][C:14]1([CH3:17])[CH2:15][CH2:16]1)=[N:5]2. Reported procedure: A mixture of ethyl 5-(6-fluoro-2-methyl-3-((1-methyl-cyclopropyl)amino)quinoxalin-5-yl)-2-methyl-1H-pyrrole-3-carboxylate (417b) (0.555 g, 1.451 mmol), LiOH monohydrate (Sigma Aldrich, 365 mg, 8.71 mmol) in water (9 mL) and dioxane (18.00 mL) was heated to 80° C. overnight. Reaction mixture was then heated to 105° C. for an additional 4 h. Mixture was cooled back to RT and quenched with 4 M HCl in 1,4-dioxane (Sigma Aldrich, 2.177 mL, 8.71 mmol). Volatile solvents were removed by rotovap. The re... The reactants are Cl.Cl.NC1=CSC=C1N (3,4-diaminothiophene dihydrochloride), C1CCOC1 (THF), C(C)N(C(C)C)C(C)C (N-ethyl-N,N-diisopropylamine), ClC1=C(C(=CC=C1)Cl)N=C=S (2,6-dichlorophenyl isothiocyanate). Run in C(C)(=O)OCC (ethyl acetate). Conditions: time 30 minute. Yields the product NC1=CSC=C1NC(=S)NC1=C(C=CC=C1Cl)Cl (N-(3-Amino-4-thienyl)-N′-(2,6-dichlorophenyl)thiourea). RXN SMILES: Cl.Cl.[NH2:3][C:4]1[C:8]([NH2:9])=[CH:7][S:6][CH:5]=1.C1COCC1.C(N(C(C)C)C(C)C)C.[Cl:24][C:25]1[CH:30]=[CH:29][CH:28]=[C:27]([Cl:31])[C:26]=1[N:32]=[C:33]=[S:34]>C(OCC)(=O)C>[NH2:3][C:4]1[C:8]([NH:9][C:33]([NH:32][C:26]2[C:27]([Cl:31])=[CH:28][CH:29]=[CH:30][C:25]=2[Cl:24])=[S:34])=[CH:7][S:6][CH:5]=1 |f:0.1.2|. Procedure: A mixture of 1.87 g of 3,4-diaminothiophene dihydrochloride, 60 ml of anhydrous THF and 2.58 g of N-ethyl-N,N-diisopropylamine was stirred at room temperature for 30 minutes and then admixed with 2.04 g of 2,6-dichlorophenyl isothiocyanate. After the mixture had been heated to 40° C. for 10 minutes, it was stirred at room temperature for approx. 18 hours, and the solvent was distilled off, and the residue admixed with water and extracted repeatedly with ethyl acetate. After the combined organic ... Reactants: C(C1=CC=CC=C1)(=O)SCCC(=O)N1C(CCC2=CC(=CC=C12)OC)C(=O)O ((±) 1-(3-benzoylthio-1-oxopropyl)-1,2,3,4-tetrahydro-6-methoxy-2-quinolinecarboxylic acid), C(C1=CC=CC=C1)(=O)SC(C(=O)N1C(CCC2=CC=CC=C12)C(=O)O)C ((±) 1-(2-benzoylthio-1-oxopropyl)-1,2,3,4-tetrahydro-2-quinolinecarboxylic acid). Yields the product SCCC(=O)N1C(CCC2=CC(=CC=C12)OC)C(=O)O ((±)-1,2,3,4-tetrahydro-1-(3-mercapto-1-oxopropyl)-6-methoxy-2-quinolinecarboxylic acid). RXN SMILES: C([S:9][CH2:10][CH2:11][C:12]([N:14]1[C:23]2[C:18](=[CH:19][C:20]([O:24][CH3:25])=[CH:21][CH:22]=2)[CH2:17][CH2:16][CH:15]1[C:26]([OH:28])=[O:27])=[O:13])(=O)C1C=CC=CC=1.C(SC(C)C(N1C2C(=CC=CC=2)CCC1C(O)=O)=O)(=O)C1C=CC=CC=1>>[SH:9][CH2:10][CH2:11][C:12]([N:14]1[C:23]2[C:18](=[CH:19][C:20]([O:24][CH3:25])=[CH:21][CH:22]=2)[CH2:17][CH2:16][CH:15]1[C:26]([OH:28])=[O:27])=[O:13]. Procedure details: By substituting (±) 1-(3-benzoylthio-1-oxopropyl)-1,2,3,4-tetrahydro-6-methoxy-2-quinolinecarboxylic acid for the (±) 1-(2-benzoylthio-1-oxopropyl)-1,2,3,4-tetrahydro-2-quinolinecarboxylic acid in the procedure of Example 21, (±)-1,2,3,4-tetrahydro-1-(3-mercapto-1-oxopropyl)-6-methoxy-2-quinolinecarboxylic acid was obtained as an oily residue. The dicyclohexylamine salt was prepared by the addition of dicyclohexylamine to a solution of the free acid in ether. The (±)-1,2,3,4-tetrahydro-1-(3-merc...